From a dataset of the Open Reaction Database (ORD), a public repository of structured organic reaction records. describe an organic reaction: reactants, conditions, products, and yield The reactants are CCOC(=O)C (EtOAc), OCCC1=CC2=C(C(OC2)=O)C=C1I (5-(2-hydroxyethyl)-6-iodo-2-benzofuran-1(3H)-one), C(=C)[B-](F)(F)F.[K+] (Potassium vinyltrifluoroborate), TEA. The reagents and catalysts are C1=CC=C(C=C1)P([C-]2C=CC=C2)C3=CC=CC=C3.C1=CC=C(C=C1)P([C-]2C=CC=C2)C3=CC=CC=C3.Cl[Pd]Cl.[Fe+2] (Pd(dppf)Cl2). The solvent is CCO (EtOH). Conditions: temperature 100 celsius. The product is OCCC1=CC2=C(C(OC2)=O)C=C1C=C (5-(2-Hydroxyethyl)-6-vinyl-2-benzofuran-1(3H)-one). As a reaction SMILES: [OH:1][CH2:2][CH2:3][C:4]1[C:13](I)=[CH:12][C:7]2[C:8](=[O:11])[O:9][CH2:10][C:6]=2[CH:5]=1.[CH:15]([B-](F)(F)F)=[CH2:16].[K+].CCOC(C)=O>CCO.C1C=CC(P(C2C=CC=CC=2)[C-]2C=CC=C2)=CC=1.C1C=CC(P(C2C=CC=CC=2)[C-]2C=CC=C2)=CC=1.Cl[Pd]Cl.[Fe+2]>[OH:1][CH2:2][CH2:3][C:4]1[C:13]([CH:15]=[CH2:16])=[CH:12][C:7]2[C:8](=[O:11])[O:9][CH2:10][C:6]=2[CH:5]=1 |f:1.2,5.6.7.8|. Procedure details: To a 500 ml flask containing a stir bar was added 5-(2-hydroxyethyl)-6-iodo-2-benzofuran-1(3H)-one (5 g, 16.4 mmol), Potassium vinyltrifluoroborate (3.3 g, 24.7 mmol), Pd(dppf)Cl2 (0.6 g, 0.822 mmol) and TEA (2.3 mL). The mixture was then dissolved in EtOH (50 mL) and heated at 100° C. in a silicon oil bath for 2 h; TLC showed complete reaction. The flask was cooled to room temperature, treated with EtOAc (150 mL) and poured into a separatory funnel and washed with brine (2×100 mL). The organic ...